Dataset: the Open Reaction Database (ORD), a public repository of structured organic reaction records. Task: describe an organic reaction: reactants, conditions, products, and yield The reactants are NC=1C=C(C(=O)O)C=CC1N (3,4-Diaminobenzoic acid), N(=NC(=O)[O-])C(=O)OC(C)C (Isopropyl azodicarboxylate), C1(=CC=CC=C1)P(C1=CC=CC=C1)C1=CC=CC=C1 (triphenylphosphine), N(=NC(=O)OC(C)C)C(=O)OC(C)C (diisopropyl azodicarboxylate). The solvent is C1(=CC=CC=C1)C (toluene), C(C)O (Ethanol), O1CCCC1 (tetrahydrofuran). Reaction conditions: time 3.5 hour. The product is C(C)OC(C1=CC(=C(C=C1)N)N)=O (3,4-diaminobenzoic acid ethyl ester). As a reaction SMILES: [NH2:1][C:2]1[CH:3]=[C:4]([CH:8]=[CH:9][C:10]=1[NH2:11])[C:5]([OH:7])=[O:6].[C:12]1(P(C2C=CC=CC=2)C2C=CC=CC=2)C=CC=C[CH:13]=1.N(C(OC(C)C)=O)=NC(OC(C)C)=O.N(C(OC(C)C)=O)=NC([O-])=O>C1(C)C=CC=CC=1.O1CCCC1.C(O)C>[CH2:12]([O:6][C:5](=[O:7])[C:4]1[CH:8]=[CH:9][C:10]([NH2:11])=[C:2]([NH2:1])[CH:3]=1)[CH3:13]. Reported procedure: 3,4-Diaminobenzoic acid (2.003 g, 13.17 mmol) and triphenylphosphine (4.248 g, 16.20 mmol) were suspended in toluene (20 ml) and tetrahydrofuran (10 ml). Ethanol (2 ml) was then added, diisopropyl azodicarboxylate (2.5 ml, 9.96 mmol) was added dropwise to the obtained light brown suspension, and the mixture was stirred at room temperature for 3.5 hours. Isopropyl azodicarboxylate (1.5 ml, 5.98 mmol) was further added dropwise, the mixture was stirred at room temperature for 1 hour, and the obtai... Reactants: C(C1=CC=CC=C1)OC([C@@H](NC(C1=C(C=CC=C1)OCC1=CC=CC=C1)=O)CO)=O (N-[2-(Benzyloxy)benzoyl]-L-serine benzyl ester), COC=1C=CC(=CC1)P2(=S)SP(=S)(S2)C=3C=CC(=CC3)OC (Lawesson's reagent). The product is C(C1=CC=CC=C1)OC1=C(C=CC=C1)C=1SC[C@@H](N1)C(=O)OCC1=CC=CC=C1 ((S)-Benzyl 2-[2-(Benzyloxy)phenyl]-2-thiazoline-4-carboxylate). Reaction SMILES: [CH2:1]([O:8][C:9](=[O:30])[C@H:10]([CH2:28]O)[NH:11][C:12](=O)[C:13]1[CH:18]=[CH:17][CH:16]=[CH:15][C:14]=1[O:19][CH2:20][C:21]1[CH:26]=[CH:25][CH:24]=[CH:23][CH:22]=1)[C:2]1[CH:7]=[CH:6][CH:5]=[CH:4][CH:3]=1.COC1C=CC(P2(SP(C3C=CC(OC)=CC=3)(=S)S2)=[S:40])=CC=1>C1(C)C=CC=CC=1.CCOC(C)=O>[CH2:20]([O:19][C:14]1[CH:15]=[CH:16][CH:17]=[CH:18][C:13]=1[C:12]1[S:40][CH2:28][C@H:10]([C:9]([O:8][CH2:1][C:2]2[CH:7]=[CH:6][CH:5]=[CH:4][CH:3]=2)=[O:30])[N:11]=1)[C:21]1[CH:26]=[CH:25][CH:24]=[CH:23][CH:22]=1. Run in C1(=CC=CC=C1)C (toluene), CCOC(=O)C (EtOAc). Procedure details: N-[2-(Benzyloxy)benzoyl]-L-serine benzyl ester (20 mg, 0.05 mmol) and Lawesson's reagent [2,4-bis(p-methoxyphenyl)-1,3-dithiadiphosphetane-2,4-disulfide] (20 mg, 0.05 mmol, 1 equiv.) were dissolved in toluene (15 mL). After being refluxed overnight under nitrogen, the reaction mixture was diluted with EtOAc (20 mL), washed with brine, dried over MgSO4, filtered, concentrated and chromatographed on silica gel eluting with hexanes/EtOAc (6/1) to yield thiazoline (7) as a clear oil. Rf=0.3 (hexanes... Yield: 89.0%. Reaction SMILES: [C:1]1([CH2:7][CH:8]2[CH2:22][NH:21][CH2:20][CH2:19][NH:18][CH2:17][CH2:16][NH:15][CH2:14][CH2:13][NH:12][CH2:11][CH2:10][NH:9]2)[CH:6]=[CH:5][CH:4]=[CH:3][CH:2]=1.[Cl-:23].[Mn+2:24].[Cl-:25]>CO>[Cl:23][C:8]1([CH2:7][C:1]2[CH:2]=[CH:3][CH:4]=[CH:5][CH:6]=2)[CH2:22][NH:21][CH2:20][CH2:19][NH:18][CH2:17][CH2:16][NH:15][CH2:14][CH2:13][NH:12][CH2:11][CH2:10][N:9]1[Cl:25].[Mn+2:24] |f:1.2.3,5.6|. Procedure: A solution of 2-phenylmethyl-1,4,7,10,13-pentaazacyclopentadecane prepared as in Example 6D (1.5 g, 4.9 mmole) and anhydrous manganese(II) chloride (0.62 g, 4.9 mmole) in anhydrous methanol was refluxed under a dry nitrogen atmosphere overnight. The solution was filtered and the solvent removed in vacuo. The yellow gummy solid was purified by stirring vigorously in acetone to give 1.89 g (89% yield) of the product as a white solid: FAB mass spectrum (NBA) m/z (relative intensity) 395/397 [(M-Cl)... Starting materials: C1(=CC=CC=C1)CC1NCCNCCNCCNCCNC1 (2-phenylmethyl-1,4,7,10,13-pentaazacyclopentadecane), Example 6D, [Cl-].[Mn+2].[Cl-] (manganese(II) chloride). Run in CO (methanol). Yields the product ClC1(N(CCNCCNCCNCCNC1)Cl)CC1=CC=CC=C1.[Mn+2] (Manganese(II)dichloro(2-Phenylmethyl-1,4,7,10,13-pentaazacyclopentadecane)). Reactants: CNC(=O)c1scc(C)c1Nc1nc(Cl)ncc1Cl, COCCN1CCc2ccc(N)cc2CC1. The product is CNC(=O)c1scc(C)c1Nc1nc(Nc2ccc3c(c2)CCN(CCOC)CC3)ncc1Cl. As a reaction SMILES: [CH3:17][NH:18][C:19](=[O:20])[c:21]1[s:22][cH:23][c:24]([CH3:35])[c:25]1[NH:26][c:27]1[n:28][c:29]([Cl:34])[n:30][cH:31][c:32]1[Cl:33].[CH3:1][O:2][CH2:3][CH2:4][N:5]1[CH2:6][CH2:7][c:8]2[c:9]([cH:12][c:13]([NH2:16])[cH:14][cH:15]2)[CH2:10][CH2:11]1>>[CH3:1][O:2][CH2:3][CH2:4][N:5]1[CH2:6][CH2:7][c:8]2[c:9]([cH:12][c:13]([NH:16][c:29]3[n:28][c:27]([NH:26][c:25]4[c:21]([C:19]([NH:18][CH3:17])=[O:20])[s:22][cH:23][c:24]4[CH3:35])[c:32]([Cl:33])[cH:31][n:30]3)[cH:14][cH:15]2)[CH2:10][CH2:11]1. Starting materials: CN(C)C=O, CCOC(C)=O, O=C(Cl)C(=O)Cl, N#CC1(c2cccc(C(=O)O)c2Cl)CC1, N#Cc1c(Oc2ccc(F)c(N)c2)ccc2nc(NC(=O)C3CC3)sc12, C1CCOC1. The product is N#Cc1c(Oc2ccc(F)c(NC(=O)c3cccc(C4(C#N)CC4)c3Cl)c2)ccc2nc(NC(=O)C3CC3)sc12. Reaction SMILES: [CH3:22][N:23]([CH3:24])[CH:25]=[O:26].[CH3:58][CH2:59][O:60][C:61](=[O:62])[CH3:63].[Cl:16][C:17]([C:18]([Cl:19])=[O:20])=[O:21].[Cl:1][c:2]1[c:3]([C:4](=[O:5])[OH:6])[cH:7][cH:8][cH:9][c:10]1[C:11]1([C:14]#[N:15])[CH2:12][CH2:13]1.[NH2:27][c:28]1[cH:29][c:30]([O:31][c:32]2[c:33]([C:47]#[N:48])[c:34]3[c:35]([n:36][c:37]([NH:39][C:40](=[O:41])[CH:42]4[CH2:43][CH2:44]4)[s:38]3)[cH:45][cH:46]2)[cH:49][cH:50][c:51]1[F:52].[O:53]1[CH2:54][CH2:55][CH2:56][CH2:57]1>>[Cl:1][c:2]1[c:3]([C:4](=[O:6])[NH:27][c:28]2[cH:29][c:30]([O:31][c:32]3[c:33]([C:47]#[N:48])[c:34]4[c:35]([n:36][c:37]([NH:39][C:40](=[O:41])[CH:42]5[CH2:43][CH2:44]5)[s:38]4)[cH:45][cH:46]3)[cH:49][cH:50][c:51]2[F:52])[cH:7][cH:8][cH:9][c:10]1[C:11]1([C:14]#[N:15])[CH2:12][CH2:13]1. Starting materials: CO, O=C1NC(=O)c2c(CCCCCCCCN3CCCCC3)cccc21, NN. The product is NCCCCCCCCN1CCCCC1. RXN SMILES: [CH3:28][OH:29].[N:3]1([CH2:9][CH2:10][CH2:11][CH2:12][CH2:13][CH2:14][CH2:15][CH2:16][c:17]2[cH:18][cH:19][cH:20][c:21]3[c:26]2[C:24](=[O:25])[NH:23][C:22]3=[O:27])[CH2:4][CH2:5][CH2:6][CH2:7][CH2:8]1.[NH2:1][NH2:2]>>[NH2:1][CH2:16][CH2:15][CH2:14][CH2:13][CH2:12][CH2:11][CH2:10][CH2:9][N:3]1[CH2:4][CH2:5][CH2:6][CH2:7][CH2:8]1.